From a dataset of the Open Reaction Database (ORD), a public repository of structured organic reaction records. describe an organic reaction: reactants, conditions, products, and yield Starting materials: C(C1=CC=CC=C1)N(CCO[C@@H]1COC2=C(C=3N(C1)C=1C=C(C=CC1C3C3CCCCC3)C(=O)NS(=O)(=O)N(C)CC(OC)OC)C=CC=C2)C ((7S)-7-{2-[benzyl(methyl)amino]ethoxy}-14-cyclohexyl-N-{[(2,2-dimethoxyethyl)(methyl)amino]sulfonyl}-7,8-dihydro-6H-indolo[1,2-e][1,5]benzoxazocine-11-carboxamide). Reagents/catalysts: [Pd] (Pd/C). Run in CO (MeOH). Conditions: time 12 hour. Product: C1(CCCCC1)C=1C=2C=CC(=CC2N2C[C@@H](COC3=C(C21)C=CC=C3)OCCNC)C(=O)NS(=O)(=O)N(C)CC(OC)OC ((7S)-14-cyclohexyl-N-{[(2,2-dimethoxyethyl)(methyl)amino]sulfonyl}-7-[2-(methylamino)ethoxy]-7,8-dihydro-6H-indolo[1,2-e][1,5]benzoxazocine-11-carboxamide). As a reaction SMILES: [CH2:1]([N:8](C)[CH2:9][CH2:10][O:11][C@H:12]1[CH2:19][N:18]2[C:20]3[CH:21]=[C:22]([C:33]([NH:35][S:36]([N:39]([CH2:41][CH:42]([O:45][CH3:46])[O:43][CH3:44])[CH3:40])(=[O:38])=[O:37])=[O:34])[CH:23]=[CH:24][C:25]=3[C:26]([CH:27]3[CH2:32][CH2:31][CH2:30][CH2:29][CH2:28]3)=[C:17]2[C:16]2[CH:47]=[CH:48][CH:49]=[CH:50][C:15]=2[O:14][CH2:13]1)C1C=CC=CC=1>CO.[Pd]>[CH:27]1([C:26]2[C:25]3[CH:24]=[CH:23][C:22]([C:33]([NH:35][S:36]([N:39]([CH2:41][CH:42]([O:45][CH3:46])[O:43][CH3:44])[CH3:40])(=[O:38])=[O:37])=[O:34])=[CH:21][C:20]=3[N:18]3[C:17]=2[C:16]2[CH:47]=[CH:48][CH:49]=[CH:50][C:15]=2[O:14][CH2:13][C@@H:12]([O:11][CH2:10][CH2:9][NH:8][CH3:1])[CH2:19]3)[CH2:32][CH2:31][CH2:30][CH2:29][CH2:28]1. Procedure: Pd/C (1 eq) was added to a solution of (7S)-7-{2-[benzyl(methyl)amino]ethoxy}-14-cyclohexyl-N-{[(2,2-dimethoxyethyl)(methyl)amino]sulfonyl}-7,8-dihydro-6H-indolo[1,2-e][1,5]benzoxazocine-11-carboxamide (0.06 M) in MeOH. The resulting mixture was stirred for 12 h under H2 atmosphere. The mixture was filtered and then concentrated in vacuo to afford the title compound. The product was used in the next step without further purification. (ES+) m/z 629 (M+H)+.